This data is from the Open Reaction Database (ORD), a public repository of structured organic reaction records. The task is: describe an organic reaction: reactants, conditions, products, and yield The reactants are P(OC1=CC=CC=C1)(OC1=CC=CC=C1)OC1=CC=CC=C1 (triphenyl phosphite), C(CCC)=O (n-butyraldehyde), CC=1C=CC(=CC1)S(=O)(=O)N (p-toluenesulfonamide). Solvent: ClC1=CC=CC=C1 (chlorobenzene). Conditions: time 0.75 hour. Yields the product C1(=CC=C(C=C1)S(=O)(=O)NC(CCC)P(OC1=CC=CC=C1)(OC1=CC=CC=C1)=O)C (Diphenyl 1-(p-tolylsulfonylamino)butylphosphonate). The yield is 88.0%. Reaction SMILES: [P:1]([O:16][C:17]1[CH:22]=[CH:21][CH:20]=[CH:19][CH:18]=1)([O:9][C:10]1[CH:15]=[CH:14][CH:13]=[CH:12][CH:11]=1)[O:2]C1C=CC=CC=1.[CH:23](=O)[CH2:24][CH2:25][CH3:26].[CH3:28][C:29]1[CH:30]=[CH:31][C:32]([S:35]([NH2:38])(=[O:37])=[O:36])=[CH:33][CH:34]=1>ClC1C=CC=CC=1>[C:29]1([CH3:28])[CH:30]=[CH:31][C:32]([S:35]([NH:38][CH:23]([P:1](=[O:2])([O:9][C:10]2[CH:11]=[CH:12][CH:13]=[CH:14][CH:15]=2)[O:16][C:17]2[CH:18]=[CH:19][CH:20]=[CH:21][CH:22]=2)[CH2:24][CH2:25][CH3:26])(=[O:37])=[O:36])=[CH:33][CH:34]=1. Procedure details: A mixture of 0.5 mole each of triphenyl phosphite, n-butyraldehyde and p-toluenesulfonamide in 150 g of chlorobenzene is stirred and warmed under nitrogen. An exothermic reaction is detectable at 85° C., and cooling is used for a few minutes to keep the temperature below 93°. Heating is then continued at 95°-100° for 0.75 hr to ensure complete reaction. The reaction mixture is cooled to 25° and filtered. The product is recrystallized from acetonitrile, giving 202 g (88% yield) of white solid: mp... The reactants are C(C)N(CCN1N=C2C=3C(=C(C=CC13)C)SC1=C2C=CC=C1)CC (2-(2-(diethylamino)ethyl)-5-methyl-2H(1)benzothiopyrano[4,3,2-cd]indazole), OO (hydrogen peroxide). Solvent: CC(=O)C (acetone). Conditions: time 8 hour. Product: O.C(C)N(CCN1[N+](=C2C=3C(=C(C=CC13)C)SC1=C2C=CC=C1)[O-])CC (2-(2-(diethylamino)ethyl)-5-methyl-2H(1)benzothiopyrano[4,3,2-cd]indazole N-oxide monohydrate). Reaction SMILES: [CH2:1]([N:3]([CH2:23][CH3:24])[CH2:4][CH2:5][N:6]1[C:14]2[CH:13]=[CH:12][C:11]([CH3:15])=[C:10]3[S:16][C:17]4[CH:22]=[CH:21][CH:20]=[CH:19][C:18]=4[C:8]([C:9]=23)=[N:7]1)[CH3:2].[OH:25]O>CC(C)=O>[OH2:25].[CH2:23]([N:3]([CH2:1][CH3:2])[CH2:4][CH2:5][N:6]1[C:14]2[CH:13]=[CH:12][C:11]([CH3:15])=[C:10]3[S:16][C:17]4[CH:22]=[CH:21][CH:20]=[CH:19][C:18]=4[C:8]([C:9]=23)=[N+:7]1[O-:25])[CH3:24] |f:3.4|. Reported procedure: To a solution of 2-(2-(diethylamino)ethyl)-5-methyl-2H(1)benzothiopyrano[4,3,2-cd]indazole (0.17 g.) in acetone (4 ml.) was added 0.2 ml. of 30% aqueous hydrogen peroxide. The solution was left at room temperature overnight and then evaporated to dryness under reduced pressure. The residue was crystallized from acetone-ether to give 2-(2-(diethylamino)ethyl)-5-methyl-2H(1)benzothiopyrano[4,3,2-cd]indazole N-oxide monohydrate, m.p. 123°-124° (decomp.). This compound, when crystallized in the pres... Starting materials: C(C1=CC=CC=C1)N1N=CC2=CC(=CC=C12)N (1-benzyl-1H-indazol-5-ylamine), ClC1=NC=NC2=CC(=C(C=C12)I)F (4-chloro-6-iodo-7-fluoroquinazoline). Product: Cl.C(C1=CC=CC=C1)N1N=CC2=CC(=CC=C12)NC1=NC=NC2=CC(=C(C=C12)I)F ((1-Benzyl-1H-indazol-5-yl)-(6-iodo-7-fluoro-quinazolin-4-yl)-amine hydrochloride). Reaction SMILES: [CH2:1]([N:8]1[C:16]2[C:11](=[CH:12][C:13]([NH2:17])=[CH:14][CH:15]=2)[CH:10]=[N:9]1)[C:2]1[CH:7]=[CH:6][CH:5]=[CH:4][CH:3]=1.[Cl:18][C:19]1[C:28]2[C:23](=[CH:24][C:25]([F:30])=[C:26]([I:29])[CH:27]=2)[N:22]=[CH:21][N:20]=1>>[ClH:18].[CH2:1]([N:8]1[C:16]2[C:11](=[CH:12][C:13]([NH:17][C:19]3[C:28]4[C:23](=[CH:24][C:25]([F:30])=[C:26]([I:29])[CH:27]=4)[N:22]=[CH:21][N:20]=3)=[CH:14][CH:15]=2)[CH:10]=[N:9]1)[C:2]1[CH:3]=[CH:4][CH:5]=[CH:6][CH:7]=1 |f:2.3|. Procedure: Prepared according to Procedure A from 1-benzyl-1H-indazol-5-ylamine and 4-chloro-6-iodo-7-fluoroquinazoline. δH (400 MHz, DMSO-d6): 11.55(s, 1H), 9.41(d, 1H), 8.8(s, 1H), 8.18(s, 1H), 8.05(d, 1H), 7.78(d, 1H), 7.69(d, 1H), 7.61(m, 1H), 7.29(m, 2H), 7.23(m, 3H), 5.67(s, 2H). ESI-MS m/z 496(M+1). The reactants are CC(C)C[Al+]CC(C)C, Cl, COC(=O)c1nnsc1-c1ccc(F)cc1, [H-], C1CCOC1. Yields the product OCc1nnsc1-c1ccc(F)cc1. Reaction SMILES: [CH2:2]([Al+:3][CH2:4][CH:5]([CH3:6])[CH3:7])[CH:8]([CH3:9])[CH3:10].[ClH:27].[F:11][c:12]1[cH:13][cH:14][c:15](-[c:18]2[c:19]([C:23](=[O:24])[O:25][CH3:26])[n:20][n:21][s:22]2)[cH:16][cH:17]1.[H-:1].[O:28]1[CH2:29][CH2:30][CH2:31][CH2:32]1>>[F:11][c:12]1[cH:13][cH:14][c:15](-[c:18]2[c:19]([CH2:23][OH:24])[n:20][n:21][s:22]2)[cH:16][cH:17]1.